This data is from the Open Reaction Database (ORD), a public repository of structured organic reaction records. The task is: describe an organic reaction: reactants, conditions, products, and yield Reactants: C(C)(C)(C)OC(NC(C(N(C)OC)=O)C1=CC(=C(C=C1)Cl)Cl)=O (rac-[(3,4-dichloro-phenyl)-(methoxy-methyl-carbamoyl)-methyl]-carbamic acid tert-butyl ester), C(C)(C)(C)OC(NC(C(N(C)OC)=O)C1=CC(=C(C=C1)Cl)Cl)=O (rac-[(3,4-dichloro-phenyl)-(methoxy-methyl-carbamoyl)-methyl]-carbamic acid tert-butyl ester), BrC1=C(C=C(OCC2OCCC2)C=C1)F (rac-2-(4-bromo-3-fluoro-phenoxymethyl)-tetrahydro-furan), BrC1=C(C=C(OCC2OCCC2)C=C1)F (rac-2-(4-bromo-3-fluoro-phenoxymethyl)-tetrahydro-furan). Product: C(C)(C)(C)OC(NC(C(=O)C1=C(C=C(C=C1)OCC1OCCC1)F)C1=CC(=C(C=C1)Cl)Cl)=O (rac-[1-(3,4-Dichloro-phenyl)-2-[2-fluoro-4-(tetrahydro-furan-2-yl-methoxy)-phenyl]-2-oxo-ethyl]-carbamic acid tert-butyl ester). As a reaction SMILES: [C:1]([O:5][C:6](=[O:23])[NH:7][CH:8]([C:15]1[CH:20]=[CH:19][C:18]([Cl:21])=[C:17]([Cl:22])[CH:16]=1)[C:9](=[O:14])N(OC)C)([CH3:4])([CH3:3])[CH3:2].Br[C:25]1[CH:37]=[CH:36][C:28]([O:29][CH2:30][CH:31]2[CH2:35][CH2:34][CH2:33][O:32]2)=[CH:27][C:26]=1[F:38]>>[C:1]([O:5][C:6](=[O:23])[NH:7][CH:8]([C:15]1[CH:20]=[CH:19][C:18]([Cl:21])=[C:17]([Cl:22])[CH:16]=1)[C:9]([C:25]1[CH:37]=[CH:36][C:28]([O:29][CH2:30][CH:31]2[CH2:35][CH2:34][CH2:33][O:32]2)=[CH:27][C:26]=1[F:38])=[O:14])([CH3:2])([CH3:3])[CH3:4]. Procedure: The title compound was prepared from rac-[(3,4-dichloro-phenyl)-(methoxy-methyl-carbamoyl)-methyl]-carbamic acid tert-butyl ester (Intermediate 9) and rac-2-(4-bromo-3-fluoro-phenoxymethyl)-tetrahydro-furan (Intermediate 26) in analogy to Example 1a): colorless gum.